This data is from the Open Reaction Database (ORD), a public repository of structured organic reaction records. The task is: describe an organic reaction: reactants, conditions, products, and yield The reactants are ClCCC[Si](CC(C)C1=CC=CC=C1)(Cl)Cl (1,4,4-trichloro-6-phenyl-4-silaheptane), C1(=CC=CC=C1)C(C[Si](Cl)(Cl)Cl)C (3-phenyl-1,1,1-trichloro-1-silabutane), C1(=CC=CC=C1)C(C[SiH](Cl)Cl)C (3-phenyl-1,1-dichloro-1-silabutane), C(C=C)Cl (allyl chloride), [SiH4] (silane). The reagents and catalysts are [H+].[H+].Cl[Pt-2](Cl)(Cl)(Cl)(Cl)Cl (chloroplatinic acid). Reaction conditions: time 3 hour. Yields the product Cl[Si](CC(C)C1=CC=CC=C1)(CCC)Cl (4,4-dichloro-2-phenyl-4-silaheptane). Reaction SMILES: C1(C(C)C[SiH](Cl)Cl)C=CC=CC=1.C(Cl)C=C.[SiH4].Cl[CH2:19][CH2:20][CH2:21][Si:22]([Cl:33])([Cl:32])[CH2:23][CH:24]([C:26]1[CH:31]=[CH:30][CH:29]=[CH:28][CH:27]=1)[CH3:25].C1(C(C)C[Si](Cl)(Cl)Cl)C=CC=CC=1>[H+].[H+].Cl[Pt-2](Cl)(Cl)(Cl)(Cl)Cl>[Cl:32][Si:22]([Cl:33])([CH2:21][CH2:20][CH3:19])[CH2:23][CH:24]([C:26]1[CH:31]=[CH:30][CH:29]=[CH:28][CH:27]=1)[CH3:25] |f:5.6.7|. Procedure details: To a 500 ml, three neck, round bottomed flask equipped with a mechanical stirrer, a dropping funnel, and a reflux condenser, 6.0 g (0.03 mole) of 3-phenyl-1,1-dichloro-1-silabutane, 6.28 g (0.09 mole) of allyl chloride, and 150 μl of 1% chloroplatinic acid in isopnopanol were placed under the dry nitrogen atmosphere. The flask was then immersed in a hot water bath of 45°-50° C. The solution was stirred vigorously for three hours. Gas chromatography analysis showed that no silane was Left. Vacuum... Starting materials: ClCCl, Fc1ccc(C(c2ccc(F)cc2)N2CCNCC2)cc1, O=CCCC1CC(c2cccc([N+](=O)[O-])c2)=NO1. Product: O=[N+]([O-])c1cccc(C2=NOC(CCCN3CCN(C(c4ccc(F)cc4)c4ccc(F)cc4)CC3)C2)c1. RXN SMILES: [CH2:40]([Cl:41])[Cl:42].[F:19][c:20]1[cH:21][cH:22][c:23]([CH:26]([N:27]2[CH2:28][CH2:29][NH:30][CH2:31][CH2:32]2)[c:33]2[cH:34][cH:35][c:36]([F:39])[cH:37][cH:38]2)[cH:24][cH:25]1.[N+:1](=[O:2])([O-:3])[c:4]1[cH:5][c:6]([C:10]2=[N:11][O:12][CH:13]([CH2:15][CH2:16][CH:17]=[O:18])[CH2:14]2)[cH:7][cH:8][cH:9]1>>[N+:1](=[O:2])([O-:3])[c:4]1[cH:5][c:6]([C:10]2=[N:11][O:12][CH:13]([CH2:15][CH2:16][CH2:17][N:30]3[CH2:29][CH2:28][N:27]([CH:26]([c:23]4[cH:22][cH:21][c:20]([F:19])[cH:25][cH:24]4)[c:33]4[cH:34][cH:35][c:36]([F:39])[cH:37][cH:38]4)[CH2:32][CH2:31]3)[CH2:14]2)[cH:7][cH:8][cH:9]1. Reactants: CCOP(=O)(OCC)C(CC(=O)OC(C)(C)C)C(=O)O, C1CCOC1, CC(C)(C)[O-], CCOC(C)=O, O=CCCC1CCCCC1, [K+], NC1CCCCC1, O=C(O)CC(O)(CC(=O)O)C(=O)O. Product: CC(C)(C)OC(=O)CC(=CCCC1CCCCC1)C(=O)O, NC1CCCCC1. RXN SMILES: [C:7]([CH3:8])([CH3:9])([CH3:10])[O:11][C:12]([CH2:13][CH:14]([C:15](=[O:16])[OH:17])[P:18]([O:19][CH2:20][CH3:21])([O:22][CH2:23][CH3:24])=[O:25])=[O:26].[CH2:57]1[O:58][CH2:59][CH2:60][CH2:61]1.[CH3:1][C:2]([CH3:3])([O-:4])[CH3:5].[CH3:62][CH2:63][O:64][C:65](=[O:66])[CH3:67].[CH:27]1([CH2:33][CH2:34][CH:35]=[O:36])[CH2:28][CH2:29][CH2:30][CH2:31][CH2:32]1.[K+:6].[NH2:50][CH:51]1[CH2:52][CH2:53][CH2:54][CH2:55][CH2:56]1.[OH:37][C:38]([CH2:39][C:40]([C:41](=[O:42])[OH:43])([CH2:44][C:45](=[O:46])[OH:47])[OH:48])=[O:49]>>[C:7]([CH3:8])([CH3:9])([CH3:10])[O:11][C:12]([CH2:13][C:14]([C:15](=[O:16])[OH:17])=[CH:35][CH2:34][CH2:33][CH:27]1[CH2:28][CH2:29][CH2:30][CH2:31][CH2:32]1)=[O:26].[NH2:50][CH:51]1[CH2:52][CH2:53][CH2:54][CH2:55][CH2:56]1. Reactants: COc1cc(C(F)(F)F)cc(C(F)(F)F)c1C(=O)NC1CCCCC1N, O=C1CCOCC1. Product: COc1cc(C(F)(F)F)cc(C(F)(F)F)c1C(=O)NC1CCCCC1NC1CCOCC1. RXN SMILES: [NH2:1][CH:2]1[CH:3]([NH:8][C:9]([c:10]2[c:11]([O:24][CH3:25])[cH:12][c:13]([C:20]([F:21])([F:22])[F:23])[cH:14][c:15]2[C:16]([F:17])([F:18])[F:19])=[O:26])[CH2:4][CH2:5][CH2:6][CH2:7]1.[O:27]1[CH2:28][CH2:29][C:30](=[O:33])[CH2:31][CH2:32]1>>[NH:1]([CH:2]1[CH:3]([NH:8][C:9]([c:10]2[c:11]([O:24][CH3:25])[cH:12][c:13]([C:20]([F:21])([F:22])[F:23])[cH:14][c:15]2[C:16]([F:17])([F:18])[F:19])=[O:26])[CH2:4][CH2:5][CH2:6][CH2:7]1)[CH:30]1[CH2:29][CH2:28][O:27][CH2:32][CH2:31]1. Starting materials: Cn1cc(Cl)cc(Cl)c1=O, [K+], O=N[O-], Nc1ccccn1, O=S(=O)(O)O, O=c1cccc[nH]1. The product is O=c1[nH]cc(Cl)cc1Cl. Reaction SMILES: [CH3:1][n:2]1[c:3](=[O:10])[c:4]([Cl:9])[cH:5][c:6]([Cl:8])[cH:7]1.[K+:21].[N:18]([O-:19])=[O:20].[NH2:11][c:12]1[cH:13][cH:14][cH:15][cH:16][n:17]1.[S:22](=[O:23])(=[O:24])([OH:25])[OH:26].[nH:27]1[cH:28][cH:29][cH:30][cH:31][c:32]1=[O:33]>>[nH:2]1[c:3](=[O:10])[c:4]([Cl:9])[cH:5][c:6]([Cl:8])[cH:7]1. The reactants are ClC1=NC(=NC=C1C(F)(F)F)NC1=C(C=C(CP(OCC)(OCC)=O)C=C1)OC (diethyl (4-{[4-chloro-5-(trifluoromethyl)pyrimidin-2-yl]amino}-3-methoxybenzyl)phosphonate), NC=1C=CC(=C2CN(C(C12)=O)C)[C@@H]1CC[C@@H](CC1)O (7-amino-4-(cis-4-hydroxycyclohexyl)-2-methyl-2,3-dihydro-1H-isoindol-1-one). Product: O[C@H]1CC[C@H](CC1)C=1C=CC(=C2C(N(CC12)C)=O)NC1=NC(=NC=C1C(F)(F)F)NC1=C(C=C(CP(OCC)(OCC)=O)C=C1)OC (Diethyl (4-{[4-{[7-(cis-4-hydroxycyclohexyl)-2-methyl-3-oxo-2,3-dihydro-1H-isoindol-4-yl]amino}-5-(trifluoromethyl)pyrimidin-2-yl]amino}-3-methoxybenzyl)phosphonate). As a reaction SMILES: Cl[C:2]1[C:7]([C:8]([F:11])([F:10])[F:9])=[CH:6][N:5]=[C:4]([NH:12][C:13]2[CH:27]=[CH:26][C:16]([CH2:17][P:18](=[O:25])([O:22][CH2:23][CH3:24])[O:19][CH2:20][CH3:21])=[CH:15][C:14]=2[O:28][CH3:29])[N:3]=1.[NH2:30][C:31]1[CH:32]=[CH:33][C:34]([C@H:42]2[CH2:47][CH2:46][C@@H:45]([OH:48])[CH2:44][CH2:43]2)=[C:35]2[C:39]=1[C:38](=[O:40])[N:37]([CH3:41])[CH2:36]2>>[OH:48][C@@H:45]1[CH2:46][CH2:47][C@H:42]([C:34]2[CH:33]=[CH:32][C:31]([NH:30][C:2]3[C:7]([C:8]([F:11])([F:9])[F:10])=[CH:6][N:5]=[C:4]([NH:12][C:13]4[CH:27]=[CH:26][C:16]([CH2:17][P:18](=[O:25])([O:22][CH2:23][CH3:24])[O:19][CH2:20][CH3:21])=[CH:15][C:14]=4[O:28][CH3:29])[N:3]=3)=[C:39]3[C:35]=2[CH2:36][N:37]([CH3:41])[C:38]3=[O:40])[CH2:43][CH2:44]1. Reported procedure: This compound was prepared in a manner analogous to Example 87 using diethyl (4-{[4-chloro-5-(trifluoromethyl)pyrimidin-2-yl]amino}-3-methoxybenzyl)phosphonate and 7-amino-4-(cis-4-hydroxycyclohexyl)-2-methyl-2,3-dihydro-1H-isoindol-1-one. Purification: ISCO Combi-flash Rf system, eluting with 0 to 5% MeOH in EtOAc. 1H NMR (400 MHz, DMSO-d6) δ 10.56 (s, 1H), 9.00 (s, 1H), 8.37 (s, 1H), 7.47 (br. s., 1H), 7.29 (d, J=8.34 Hz, 1H), 7.06 (s, 1H), 6.91 (d, J=8.08 Hz, 1H), 4.49 (s, 2H), 4.40 (d, J=4.8... Reactants: [Cl-], NC(=O)c1cc(F)ccc1C[NH3+], CN(c1nc(C(=O)O)c(O)c2ncccc12)S(C)(=O)=O. Product: CN(c1nc(C(=O)NCc2ccc(F)cc2C(N)=O)c(O)c2ncccc12)S(C)(=O)=O. As a reaction SMILES: [Cl-:1].[NH2:2][C:3](=[O:4])[c:5]1[c:6]([CH2:12][NH3+:13])[cH:7][cH:8][c:9]([F:11])[cH:10]1.[OH:14][c:15]1[c:16]([C:31](=[O:32])[OH:33])[n:17][c:18]([N:25]([S:26](=[O:27])(=[O:28])[CH3:29])[CH3:30])[c:19]2[cH:20][cH:21][cH:22][n:23][c:24]12>>[NH2:2][C:3](=[O:4])[c:5]1[c:6]([CH2:12][NH:13][C:31]([c:16]2[c:15]([OH:14])[c:24]3[c:19]([c:18]([N:25]([S:26](=[O:27])(=[O:28])[CH3:29])[CH3:30])[n:17]2)[cH:20][cH:21][cH:22][n:23]3)=[O:32])[cH:7][cH:8][c:9]([F:11])[cH:10]1. Reactants: NCC=1C(=C(C(=CC1)Cl)OC=1C=C(C#N)C=C(C1)C=C)F (3-{[3-(aminomethyl)-6-chloro-2-fluorophenyl]oxy}-5-ethenylbenzonitrile), ClC=1N=CN(C1C(=O)O)COCC[Si](C)(C)C (4-chloro-1-({[2-(trimethylsilyl)ethyl]oxy}methyl)-1H-imidazole-5-carboxylic acid), C=1C=CC2=C(C1)N=NN2O (HOBT), C(CCl)Cl (EDC). Solvent: CN(C)C=O (DMF), CCOC(=O)C (EtOAc). Reaction conditions: time 30 minute. Product: ClC=1N=CN(C1C(=O)NCC1=C(C(=C(C=C1)Cl)OC1=CC(=CC(=C1)C=C)C#N)F)COCC[Si](C)(C)C (4-chloro-N-({4-chloro-3-[(3-cyano-5-ethenylphenyl)oxy]-2-fluorophenyl}methyl)-1-({[2-(trimethylsilyl)ethyl]oxy}methyl)-1H-imidazole-5-carboxamide). Yield: 96.3%. RXN SMILES: [NH2:1][CH2:2][C:3]1[C:4]([F:21])=[C:5]([O:10][C:11]2[CH:12]=[C:13]([CH:16]=[C:17]([CH:19]=[CH2:20])[CH:18]=2)[C:14]#[N:15])[C:6]([Cl:9])=[CH:7][CH:8]=1.[Cl:22][C:23]1[N:24]=[CH:25][N:26]([CH2:31][O:32][CH2:33][CH2:34][Si:35]([CH3:38])([CH3:37])[CH3:36])[C:27]=1[C:28](O)=[O:29].C1C=CC2N(O)N=NC=2C=1.C(Cl)CCl>CN(C=O)C.CCOC(C)=O>[Cl:22][C:23]1[N:24]=[CH:25][N:26]([CH2:31][O:32][CH2:33][CH2:34][Si:35]([CH3:38])([CH3:37])[CH3:36])[C:27]=1[C:28]([NH:1][CH2:2][C:3]1[CH:8]=[CH:7][C:6]([Cl:9])=[C:5]([O:10][C:11]2[CH:18]=[C:17]([CH:19]=[CH2:20])[CH:16]=[C:13]([C:14]#[N:15])[CH:12]=2)[C:4]=1[F:21])=[O:29]. Reported procedure: To a solution of 3-{[3-(aminomethyl)-6-chloro-2-fluorophenyl]oxy}-5-ethenylbenzonitrile (630 mg, 2.081 mmol), 4-chloro-1-({[2-(trimethylsilyl)ethyl]oxy}methyl)-1H-imidazole-5-carboxylic acid (576 mg, 2.081 mmol) and HOBT (414 mg, 2.71 mmol) in DMF (10.0 ml) was added EDC (479 mg, 2.497 mmol) and the reaction mixture was stirred at rt for 30 minutes. The reaction mixture was diluted with EtOAc and washed with water. The solvent was removed and the crude material was purified via silica gel chroma... Reactants: Oc1nc(Cl)ncc1Br, CSc1ccc(N)cc1, CC#N, Cl, C1COCCO1, O. The product is CSc1ccc(Nc2ncc(Br)c(O)n2)cc1. Reaction SMILES: [Br:1][c:2]1[c:3]([OH:9])[n:4][c:5]([Cl:8])[n:6][cH:7]1.[CH3:10][S:11][c:12]1[cH:13][cH:14][c:15]([NH2:18])[cH:16][cH:17]1.[CH3:21][C:22]#[N:23].[ClH:19].[O:24]1[CH2:25][CH2:26][O:27][CH2:28][CH2:29]1.[OH2:20]>>[Br:1][c:2]1[c:3]([OH:9])[n:4][c:5]([NH:18][c:15]2[cH:14][cH:13][c:12]([S:11][CH3:10])[cH:17][cH:16]2)[n:6][cH:7]1. Starting materials: COC(=O)C1=CC2=C(N=C(O2)Cl)C=C1 (2-Chloro-benzooxazole-6-carboxylic acid methyl ester), C1CCC(CC1)C[C@@H](C(=O)O)N (L-cyclohexylalanine), FC1=CC=C(C=C1)NCCN (N1-(4-fluoro-phenyl)-ethane-1,2-diamine). Yields the product COC(=O)C1=CC2=C(N=C(O2)N[C@@H](CC2CCCCC2)C(NCCNC2=CC=C(C=C2)F)=O)C=C1 (2-{2-Cyclohexyl-1-(S)-[2-(4-fluoro-phenylamino)-ethylcarbamoyl]-ethylamino}-benzooxazole-6-carboxylic acid methyl ester). As a reaction SMILES: [CH3:1][O:2][C:3]([C:5]1[CH:14]=[CH:13][C:8]2[N:9]=[C:10](Cl)[O:11][C:7]=2[CH:6]=1)=[O:4].[CH2:15]1[CH2:20][CH2:19][CH:18]([CH2:21][C@H:22]([NH2:26])[C:23]([OH:25])=O)[CH2:17][CH2:16]1.[F:27][C:28]1[CH:33]=[CH:32][C:31]([NH:34][CH2:35][CH2:36][NH2:37])=[CH:30][CH:29]=1>>[CH3:1][O:2][C:3]([C:5]1[CH:14]=[CH:13][C:8]2[N:9]=[C:10]([NH:26][C@H:22]([C:23](=[O:25])[NH:37][CH2:36][CH2:35][NH:34][C:31]3[CH:32]=[CH:33][C:28]([F:27])=[CH:29][CH:30]=3)[CH2:21][CH:18]3[CH2:17][CH2:16][CH2:15][CH2:20][CH2:19]3)[O:11][C:7]=2[CH:6]=1)=[O:4]. Procedure: The title compound was prepared from 2-Chloro-benzooxazole-6-carboxylic acid methyl ester, L-cyclohexylalanine and N1-(4-fluoro-phenyl)-ethane-1,2-diamine.2HCl using the procedure analogous to that described in example 2. HPLC-MS calcd. for C26H31FN4O4 (M+H+)483.23. found 483.5.